describe an organic reaction: reactants, conditions, products, and yield From a dataset of the Open Reaction Database (ORD), a public repository of structured organic reaction records. Starting materials: TEA, COC(OC)OC (Trimethylorthoformate), C(C)(=O)O (Acetic acid), C(C)(=O)O[BH-](OC(C)=O)OC(C)=O.[Na+] (sodium triacetoxyborohydride), NC1=C(CNC(C2=CC(=C(C(=C2)OC)C)OC)=O)C=CC(=C1)C1=NOC(=N1)C (N-[2-Amino-4-(5-methyl-[1,2,4]oxadiazol-3-yl)-benzyl]-3,5-dimethoxy-4-methyl-benzamide), CC(=O)C (acetone). The reagents and catalysts are [Ni] (Raney nickel). Run in CO (MeOH), CO (MeOH), ClCCCl (DCE). Reaction conditions: time 16 hour. The product is C(N)(=N)C1=CC(=C(CNC(C2=CC(=C(C(=C2)OC)C)OC)=O)C=C1)NC(C)C (N-(4-Carbamimidoyl-2-isopropylamino-benzyl)-3,5-dimethoxy-4-methyl-benzamide). As a reaction SMILES: C(O)(=O)C.C(O[BH-](OC(=O)C)OC(=O)C)(=O)C.[Na+].[NH2:19][C:20]1[CH:40]=[C:39]([C:41]2[N:45]=C(C)O[N:42]=2)[CH:38]=[CH:37][C:21]=1[CH2:22][NH:23][C:24](=[O:36])[C:25]1[CH:30]=[C:29]([O:31][CH3:32])[C:28]([CH3:33])=[C:27]([O:34][CH3:35])[CH:26]=1.[CH3:47][C:48]([CH3:50])=O.COC(OC)OC>ClCCCl.CO.[Ni]>[C:41]([C:39]1[CH:38]=[CH:37][C:21]([CH2:22][NH:23][C:24](=[O:36])[C:25]2[CH:30]=[C:29]([O:31][CH3:32])[C:28]([CH3:33])=[C:27]([O:34][CH3:35])[CH:26]=2)=[C:20]([NH:19][CH:48]([CH3:50])[CH3:47])[CH:40]=1)(=[NH:42])[NH2:45] |f:1.2|. Reported procedure: Acetic acid (0.007 mL, 0.12 mmol) and sodium triacetoxyborohydride (42 mg, 0.20 mmol) were added to a suspension of compound 1g (50 mg, 0.13 mmol) and acetone (0.010 mL, 0.14 mmol) in DCE (0.5 mL). The reaction was stirred at rt for 16 h. Trimethylorthoformate (0.5 mL) was added, and the reaction was stirred at rt for 24 h. MeOH (1 mL) was added, and the reaction was stirred for 3 h. The reaction mixture was concentrated on a rotary evaporator and the residue was purified by preparative tlc (sil... Procedure details: 100 mg (298 μmol) 5-ethyl-6-[2-(4-hydroxy-phenyl)-benzoxazol-6-yl]-4,5-dihydro-2H-pyridazin-3-one, 24 μL (301 μmol) chloroacetone, 83 mg (601 μmol) potassium carbonate, 50 mg (301 μmol) potassium iodide and 10 ml acetone are heated together at 60° C. overnight. Then the mixture is extracted with 10% sodium carbonate solution and EA. The org. phase is washed with sat. saline solution, dried on sodium sulphate and then the solv. is totally eliminated i.V. The residue is purified through silica gel... The solvent is CC(=O)C (acetone). RXN SMILES: [CH2:1]([CH:3]1[C:8]([C:9]2[CH:24]=[CH:23][C:12]3[N:13]=[C:14]([C:16]4[CH:21]=[CH:20][C:19]([OH:22])=[CH:18][CH:17]=4)[O:15][C:11]=3[CH:10]=2)=[N:7][NH:6][C:5](=[O:25])[CH2:4]1)[CH3:2].Cl[CH2:27][C:28](=[O:30])[CH3:29].C(=O)([O-])[O-].[K+].[K+].[I-].[K+]>CC(C)=O>[CH2:1]([CH:3]1[C:8]([C:9]2[CH:24]=[CH:23][C:12]3[N:13]=[C:14]([C:16]4[CH:21]=[CH:20][C:19]([O:22][CH2:27][C:28](=[O:30])[CH3:29])=[CH:18][CH:17]=4)[O:15][C:11]=3[CH:10]=2)=[N:7][NH:6][C:5](=[O:25])[CH2:4]1)[CH3:2] |f:2.3.4,5.6|. Starting materials: C(C)C1CC(NN=C1C1=CC2=C(N=C(O2)C2=CC=C(C=C2)O)C=C1)=O (5-ethyl-6-[2-(4-hydroxy-phenyl)-benzoxazol-6-yl]-4,5-dihydro-2H-pyridazin-3-one), ClCC(C)=O (chloroacetone), C([O-])([O-])=O.[K+].[K+] (potassium carbonate), [I-].[K+] (potassium iodide). Product: C(C)C1CC(NN=C1C1=CC2=C(N=C(O2)C2=CC=C(C=C2)OCC(C)=O)C=C1)=O (5-ethyl-6-{2-[4-(2-oxo-propoxy)-phenyl]-benzoxazol-6-yl}-4,5-dihydro-2H-pyridazin-3-one). Reactants: CCO, CNN, CCOC(=O)c1cnc(SC)nc1Cl, O. The product is CCOC(=O)c1cnc(SC)nc1N(C)N. Reaction SMILES: [CH3:19][CH2:20][OH:21].[CH3:1][NH:2][NH2:3].[Cl:4][c:5]1[n:6][c:7]([S:16][CH3:17])[n:8][cH:9][c:10]1[C:11](=[O:12])[O:13][CH2:14][CH3:15].[OH2:18]>>[CH3:1][N:2]([NH2:3])[c:5]1[n:6][c:7]([S:16][CH3:17])[n:8][cH:9][c:10]1[C:11](=[O:12])[O:13][CH2:14][CH3:15]. RXN SMILES: [Br:1][c:2]1[cH:3][c:4]([CH:8]2[N:9]([CH3:24])[c:10]3[cH:11][cH:12][c:13]([C:20]([F:21])([F:22])[F:23])[cH:14][c:15]3[C:16]([CH3:18])([CH3:19])[CH2:17]2)[cH:5][cH:6][cH:7]1.[C:32](=[O:33])([O-:34])[O-:35].[CH3:38][S:39](=[O:40])[CH3:41].[Cu:42][I:43].[K+:36].[K+:37].[NH2:25][C:26]1([C:29](=[O:30])[OH:31])[CH2:27][CH2:28]1>>[c:2]1([NH:25][C:26]2([C:29](=[O:30])[OH:31])[CH2:27][CH2:28]2)[cH:3][c:4]([CH:8]2[N:9]([CH3:24])[c:10]3[cH:11][cH:12][c:13]([C:20]([F:21])([F:22])[F:23])[cH:14][c:15]3[C:16]([CH3:18])([CH3:19])[CH2:17]2)[cH:5][cH:6][cH:7]1. The reactants are CN1c2ccc(C(F)(F)F)cc2C(C)(C)CC1c1cccc(Br)c1, O=C([O-])[O-], CS(C)=O, [Cu]I, [K+], [K+], NC1(C(=O)O)CC1. The product is CN1c2ccc(C(F)(F)F)cc2C(C)(C)CC1c1cccc(NC2(C(=O)O)CC2)c1. Yields the product CN1CCN(c2ccc([N+](=O)[O-])c(NCc3ccccc3)c2)CC1. The reactants are O=[N+]([O-])c1ccc(Br)cc1NCc1ccccc1, CN1CCNCC1, CN1CCCC1=O, O. RXN SMILES: [CH2:1]([c:2]1[cH:3][cH:4][cH:5][cH:6][cH:7]1)[NH:8][c:9]1[c:10]([N+:16](=[O:17])[O-:18])[cH:11][cH:12][c:13]([Br:15])[cH:14]1.[CH3:19][N:20]1[CH2:21][CH2:22][NH:23][CH2:24][CH2:25]1.[CH3:27][N:28]1[CH2:29][CH2:30][CH2:31][C:32]1=[O:33].[OH2:26]>>[CH2:1]([c:2]1[cH:3][cH:4][cH:5][cH:6][cH:7]1)[NH:8][c:9]1[c:10]([N+:16](=[O:17])[O-:18])[cH:11][cH:12][c:13]([N:23]2[CH2:22][CH2:21][N:20]([CH3:19])[CH2:25][CH2:24]2)[cH:14]1. The reactants are CCO, CN(c1ccc([N+](=O)[O-])cn1)C1CCCCC1, [OH-], [OH-], [Pd+2]. Yields the product CN(c1ccc(N)cn1)C1CCCCC1. As a reaction SMILES: [CH3:18][CH2:19][OH:20].[CH:1]1([N:7]([c:8]2[n:9][cH:10][c:11]([N+:14]([O-:15])=[O:16])[cH:12][cH:13]2)[CH3:17])[CH2:2][CH2:3][CH2:4][CH2:5][CH2:6]1.[OH-:21].[OH-:23].[Pd+2:22]>>[CH:1]1([N:7]([c:8]2[n:9][cH:10][c:11]([NH2:14])[cH:12][cH:13]2)[CH3:17])[CH2:2][CH2:3][CH2:4][CH2:5][CH2:6]1. Reactants: ClCCCl, O=C(O)c1ccc(Cn2nc(-c3ccc(OC(F)(F)F)cc3)cc2C2CCCCC2)cc1, CCN(C(C)C)C(C)C, Cl, COC(=O)C(O)CN, CN(C)C=O, On1nnc2ccccc21. The product is COC(=O)C(O)CNC(=O)c1ccc(Cn2nc(-c3ccc(OC(F)(F)F)cc3)cc2C2CCCCC2)cc1. As a reaction SMILES: [CH2:66]([Cl:67])[CH2:68][Cl:69].[CH:1]1([c:7]2[cH:8][c:9](-[c:22]3[cH:23][cH:24][c:25]([O:28][C:29]([F:30])([F:31])[F:32])[cH:26][cH:27]3)[n:10][n:11]2[CH2:12][c:13]2[cH:14][cH:15][c:16]([C:17](=[O:18])[OH:19])[cH:20][cH:21]2)[CH2:2][CH2:3][CH2:4][CH2:5][CH2:6]1.[CH:52]([N:53]([CH2:54][CH3:55])[CH:56]([CH3:57])[CH3:58])([CH3:59])[CH3:60].[ClH:43].[NH2:44][CH2:45][CH:46]([C:47](=[O:48])[O:49][CH3:50])[OH:51].[O:61]=[CH:62][N:63]([CH3:64])[CH3:65].[OH:33][n:34]1[c:35]2[c:36]([cH:37][cH:38][cH:39][cH:40]2)[n:41][n:42]1>>[CH:1]1([c:7]2[cH:8][c:9](-[c:22]3[cH:23][cH:24][c:25]([O:28][C:29]([F:30])([F:31])[F:32])[cH:26][cH:27]3)[n:10][n:11]2[CH2:12][c:13]2[cH:14][cH:15][c:16]([C:17](=[O:19])[NH:44][CH2:45][CH:46]([C:47](=[O:48])[O:49][CH3:50])[OH:51])[cH:20][cH:21]2)[CH2:2][CH2:3][CH2:4][CH2:5][CH2:6]1. The reactants are BrCCCCCC(C(=O)OCC)C (ethyl 7-bromo-2-methylheptanoate), O1C(CCCC1)OC(CCCN(S(=O)(=O)C)CCCCCC(C(=O)OC)(C)C)CCCCC (methyl 7-{N-[4-(2-tetrahydropyranyloxy)nonyl]methanesulfonamido}-2,2-dimethylheptanoate), CC(C(=O)OC)(CCCCCI)C (methyl 2,2-dimethyl-7-iodoheptanoate), product. Yields the product O[C@@H](C#CCN(S(=O)(=O)C)CCCCCCC(=O)O)CCCCC (7-[N-(4(R)-hydroxy-2-nonynyl)methanesulfonamido]heptanoic acid). Reaction SMILES: BrCCCCCC(C)C(OCC)=O.CC(C)(CCCCCI)C(OC)=O.O1CCCCC1[O:33][CH:34]([CH2:55][CH2:56][CH2:57][CH2:58][CH3:59])[CH2:35][CH2:36][CH2:37][N:38]([CH2:43][CH2:44][CH2:45][CH2:46][CH2:47][C:48](C)(C)[C:49]([O:51]C)=[O:50])[S:39]([CH3:42])(=[O:41])=[O:40]>>[OH:33][C@H:34]([CH2:55][CH2:56][CH2:57][CH2:58][CH3:59])[C:35]#[C:36][CH2:37][N:38]([CH2:43][CH2:44][CH2:45][CH2:46][CH2:47][CH2:48][C:49]([OH:51])=[O:50])[S:39]([CH3:42])(=[O:40])=[O:41]. Reported procedure: The synthesis of this compound is carried out as described in Example 8 except that, in Step A, the ethyl 7-bromo-2-methylheptanoate is replaced by an equimolar amount of methyl 2,2-dimethyl-7-iodoheptanoate. The product of Step A is thus methyl 7-{N-[4-(2-tetrahydropyranyloxy)nonyl]methanesulfonamido}-2,2-dimethylheptanoate. The subsequent step yields 7-[N-(4-hydroxynonyl)methanesulfonamido]-2,2-dimethylheptanoic acid (B). Reactants: C(=O)C1=CC=C(C=C1)C1=CN2C(S1)=NC=C2 (2-(4'-formylphenyl)imidazo-[2,1-b]thiazole), S(=O)(=O)(OC)C1=CC=C(C)C=C1 (methyl tosylate). Solvent: CC#N (CH3CN). Product: S(=O)(=O)([O-])C1=CC=C(C)C=C1.CS1C=2[N+](=CC1C1=CC=C(C=C1)C=O)C=CN2 (1-Methyl-2-(4'-formylphenyl)imidazo-[2,1-b]thiazolium tosylate). As a reaction SMILES: [CH:1]([C:3]1[CH:8]=[CH:7][C:6]([C:9]2[S:13][C:12]3=[N:14][CH:15]=[CH:16][N:11]3[CH:10]=2)=[CH:5][CH:4]=1)=[O:2].[S:17]([C:22]1[CH:28]=[CH:27][C:25]([CH3:26])=[CH:24][CH:23]=1)([O:20][CH3:21])(=[O:19])=[O:18]>CC#N>[S:17]([C:22]1[CH:28]=[CH:27][C:25]([CH3:26])=[CH:24][CH:23]=1)([O-:20])(=[O:19])=[O:18].[CH3:21][SH:13]1[CH:9]([C:6]2[CH:7]=[CH:8][C:3]([CH:1]=[O:2])=[CH:4][CH:5]=2)[CH:10]=[N+:11]2[CH:16]=[CH:15][N:14]=[C:12]12 |f:3.4|. Procedure: A mixture of 1.0 g of 2-(4'-formylphenyl)imidazo-[2,1-b]thiazole and 1.0 g of methyl tosylate in 10 ml of dry CH3CN was refluxed for 20 hours. The solution was then evaporated to dryness. The residue was dissolved in hot water and extracted with chloroform to remove excess methyl tosylate. The aqueous layer was evaporated and the residue was recrystallized from acetone. Yield 1.4 gm (77%); mp 195° C. The reactants are O (water), BrC1=C(C=C(N)C=C1)C (4-bromo-3-methylaniline), C(C=C)(=O)OC (methyl acrylate), CC1=C(C=CC=C1)P(C1=C(C=CC=C1)C)C1=C(C=CC=C1)C (tris(2-methylphenyl)phosphine). Reagents/catalysts: C(C)(=O)[O-].[Pd+2].C(C)(=O)[O-] (palladium acetate). Run in C(C)(=O)OCC (ethyl acetate), C(C)N(CC)CC (triethylamine). Conditions: temperature 90 celsius, time 18 hour. Product: NC1=CC(=C(C=C1)/C=C/C(=O)OC)C ((E)-methyl 3-(4-amino-2-methylphenyl)acrylate). RXN SMILES: Br[C:2]1[CH:8]=[CH:7][C:5]([NH2:6])=[CH:4][C:3]=1[CH3:9].[C:10]([O:14][CH3:15])(=[O:13])[CH:11]=[CH2:12].CC1C=CC=CC=1P(C1C=CC=CC=1C)C1C=CC=CC=1C.O>C(N(CC)CC)C.C([O-])(=O)C.[Pd+2].C([O-])(=O)C.C(OCC)(=O)C>[NH2:6][C:5]1[CH:7]=[CH:8][C:2](/[CH:12]=[CH:11]/[C:10]([O:14][CH3:15])=[O:13])=[C:3]([CH3:9])[CH:4]=1 |f:5.6.7|. Procedure: A solution of 4-bromo-3-methylaniline (5 g, TCI) in triethylamine (50 ml) was added with methyl acrylate (3.6 ml, TCI), tris(2-methylphenyl)phosphine (2.5 g, TCI), and palladium acetate (606 mg, WAKO), and stirred at 90° C. for 18 hours. The reaction mixture was added with water (30 ml) and ethyl acetate (30 ml×2) for extraction, and then successively washed with saturated aqueous sodium hydrogencarbonate, saturated aqueous ammonium chloride, and saturated brine, the organic layer was dried, and...